describe an organic reaction: reactants, conditions, products, and yield From a dataset of the Open Reaction Database (ORD), a public repository of structured organic reaction records. Yields the product Cc1nc(-c2cncc(C=CCc3ccccc3)n2)sc1C(=O)NCc1ccccc1. Reaction SMILES: [C:24](=[O:25])([O-:26])[O-:27].[CH2:1]([c:2]1[cH:3][cH:4][cH:5][cH:6][cH:7]1)[NH:8][C:9](=[O:10])[c:11]1[c:12]([CH3:23])[n:13][c:14](-[c:16]2[n:17][c:18]([I:22])[cH:19][n:20][cH:21]2)[s:15]1.[CH3:43][O:44][CH3:45].[Na+:28].[Na+:29].[OH2:42].[c:30]1([CH2:36][CH:37]=[CH:38][B:39]([OH:40])[OH:41])[cH:31][cH:32][cH:33][cH:34][cH:35]1>>[CH2:1]([c:2]1[cH:3][cH:4][cH:5][cH:6][cH:7]1)[NH:8][C:9](=[O:10])[c:11]1[c:12]([CH3:23])[n:13][c:14](-[c:16]2[n:17][c:18]([CH:38]=[CH:37][CH2:36][c:30]3[cH:31][cH:32][cH:33][cH:34][cH:35]3)[cH:19][n:20][cH:21]2)[s:15]1. Starting materials: O=C([O-])[O-], Cc1nc(-c2cncc(I)n2)sc1C(=O)NCc1ccccc1, COC, [Na+], [Na+], O, OB(O)C=CCc1ccccc1. Reactants: COC=1C=CC=C2CCC(OC12)C(=O)OCC (ethyl 8-methoxy-chroman-2-carboxylate), NCC1=CC=CC2=CC=CC=C12 (1-aminomethylnaphthalene), [C-]#N.[K+] (potassium cyanide). Run in C1(=CC=CC=C1)C (toluene). Reaction conditions: time 2 hour. Yields the product C1(=CC=CC2=CC=CC=C12)CNC(=O)C1OC2=CC=CC=C2CC1 (N-(1-Naphthylmethyl)-chroman-2-carboxamide), syrup. Yield: 68.0%. As a reaction SMILES: CO[C:3]1[CH:4]=[CH:5][CH:6]=[C:7]2[C:12]=1[O:11][CH:10]([C:13]([O:15]CC)=O)[CH2:9][CH2:8]2.[NH2:18][CH2:19][C:20]1[C:29]2[C:24](=[CH:25][CH:26]=[CH:27][CH:28]=2)[CH:23]=[CH:22][CH:21]=1.[C-]#N.[K+]>C1(C)C=CC=CC=1>[C:20]1([CH2:19][NH:18][C:13]([CH:10]2[CH2:9][CH2:8][C:7]3[C:12](=[CH:3][CH:4]=[CH:5][CH:6]=3)[O:11]2)=[O:15])[C:29]2[C:24](=[CH:25][CH:26]=[CH:27][CH:28]=2)[CH:23]=[CH:22][CH:21]=1 |f:2.3|. Procedure: 33.0 g (0.14 mol) of ethyl 8-methoxy-chroman-2-carboxylate (content 87%) are heated together with 25.8 g (0.16 mol) of 1-aminomethylnaphthalene and 0.05 g of potassium cyanide at 120° C. for 8 hours and then at 130° C. for 2 hours. After cooling, the mixture is diluted with 100 ml of toluene and this solution is introduced onto silica gel K60. Elution with cyclohexane/ethyl acetate mixtures (100:0to 75:25) gives the amide in the form of a viscous syrup (32.9 g, 68%), which can be further reacted... Reactants: CC(=O)SCC(Cc1ccccc1)C(=O)N1CCCC1C(=O)O, CC(=O)O, c1ccccc1. Yields the product O=C(O)C1CCCN1C(=O)C(CS)Cc1ccccc1. As a reaction SMILES: [C:1](=[O:2])([CH3:3])[S:4][CH2:5][CH:6]([C:7](=[O:8])[N:9]1[CH:10]([C:11](=[O:12])[OH:13])[CH2:14][CH2:15][CH2:16]1)[CH2:17][c:18]1[cH:19][cH:20][cH:21][cH:22][cH:23]1.[C:24]([OH:25])(=[O:26])[CH3:27].[cH:28]1[cH:29][cH:30][cH:31][cH:32][cH:33]1>>[SH:4][CH2:5][CH:6]([C:7](=[O:8])[N:9]1[CH:10]([C:11](=[O:12])[OH:13])[CH2:14][CH2:15][CH2:16]1)[CH2:17][c:18]1[cH:19][cH:20][cH:21][cH:22][cH:23]1. Starting materials: C(C)(C)(C)OC(N[C@@H]1C[C@H](CC1)N)=O (trans-(3-amino-cyclopentyl)-carbamic acid tert-butyl ester), FC1=C(C=C(C=C1)C)[N+](=O)[O-] (4-fluoro-3-nitrotoluene), C([O-])([O-])=O.[K+].[K+] (potassium carbonate). Run in CN(C)C=O (DMF). Run at temperature 85 celsius. The product is C(C)(C)(C)OC(N[C@@H]1C[C@H](CC1)NC1=C(C=C(C=C1)C)[N+](=O)[O-])=O (trans-[3-(4-methyl-2-nitro-phenylamino)-cyclopentyl]-carbamic acid tert-butyl ester). Isolated yield 43.5%. As a reaction SMILES: [C:1]([O:5][C:6](=[O:14])[NH:7][C@H:8]1[CH2:12][CH2:11][C@H:10]([NH2:13])[CH2:9]1)([CH3:4])([CH3:3])[CH3:2].F[C:16]1[CH:21]=[CH:20][C:19]([CH3:22])=[CH:18][C:17]=1[N+:23]([O-:25])=[O:24].C(=O)([O-])[O-].[K+].[K+]>CN(C=O)C>[C:1]([O:5][C:6](=[O:14])[NH:7][C@H:8]1[CH2:12][CH2:11][C@H:10]([NH:13][C:16]2[CH:21]=[CH:20][C:19]([CH3:22])=[CH:18][C:17]=2[N+:23]([O-:25])=[O:24])[CH2:9]1)([CH3:4])([CH3:2])[CH3:3] |f:2.3.4|. Procedure: The trans-(3-amino-cyclopentyl)-carbamic acid tert-butyl ester (420 mg, 2.09 mmol) was mixed with 4-fluoro-3-nitrotoluene (342 mg, 2.2 mmol) and potassium carbonate (915 mg, 6.6 mmol) in DMF (20 mL). The stirring mixture was heated at 85° C. for 16.5 hours. The reaction mixture was evaporated under reduced pressure. The residue was partitioned with 50 mL of dichloromethane and 50 mL of brine. The aqueous phase was extracted again with 50 mL of dichloromethane and each organic extract was washed ... The reactants are C(CCC)C1=CC=C(C=C1)C#CC1=CC=C(CNCC2=CC=C(OCC(=O)OC)C=C2)C=C1 (methyl {4-[({4-[(4-butylphenyl)ethynyl]benzyl}amino)methyl]-phenoxy}acetate), S1C(=CC=C1)S(=O)(=O)Cl (2-thiophenesulfonyl chloride). Solvent: Cl (HCl), N1=CC=CC=C1 (pyridine). Reaction conditions: temperature 0 celsius, time 15 hour. Product: C(CCC)C1=CC=C(C=C1)C#CC1=CC=C(CN(S(=O)(=O)C=2SC=CC2)CC2=CC=C(OCC(=O)OC)C=C2)C=C1 (methyl (4-{[{4-[(4-butylphenyl)ethynyl]benzyl}(2-thienylsulfonyl)-amino]methyl}phenoxy)acetate). The yield is 56.1%. As a reaction SMILES: [CH2:1]([C:5]1[CH:10]=[CH:9][C:8]([C:11]#[C:12][C:13]2[CH:33]=[CH:32][C:16]([CH2:17][NH:18][CH2:19][C:20]3[CH:31]=[CH:30][C:23]([O:24][CH2:25][C:26]([O:28][CH3:29])=[O:27])=[CH:22][CH:21]=3)=[CH:15][CH:14]=2)=[CH:7][CH:6]=1)[CH2:2][CH2:3][CH3:4].[S:34]1[CH:38]=[CH:37][CH:36]=[C:35]1[S:39](Cl)(=[O:41])=[O:40]>N1C=CC=CC=1.Cl>[CH2:1]([C:5]1[CH:6]=[CH:7][C:8]([C:11]#[C:12][C:13]2[CH:14]=[CH:15][C:16]([CH2:17][N:18]([CH2:19][C:20]3[CH:21]=[CH:22][C:23]([O:24][CH2:25][C:26]([O:28][CH3:29])=[O:27])=[CH:30][CH:31]=3)[S:39]([C:35]3[S:34][CH:38]=[CH:37][CH:36]=3)(=[O:41])=[O:40])=[CH:32][CH:33]=2)=[CH:9][CH:10]=1)[CH2:2][CH2:3][CH3:4]. Reported procedure: To a cold solution (0° C.) of methyl {4-[({4-[(4-butylphenyl)ethynyl]benzyl}amino)methyl]-phenoxy}acetate (40 mg, 0.091 mmol) in anhydrous pyridine (2 ml) was added 2-thiophenesulfonyl chloride (Aldrich, 82 mg, 0.45 mmol) and the reaction mixture was stirred at 0° C. for 4 hrs and at rt for an additional 15 hours. The reaction mixture was diluted with an aqueous solution of HCl (1N) and extracted with DCM (3×). The combined organic layers were dried over Na2SO4 and the solvent was removed under ... The reactants are Cc1cc(C(=O)O)n(C2CCC2)n1, O=S(Cl)Cl, c1ccccc1. The product is Cc1cc(C(=O)O)n(C2CCC2)n1, [Cl-]. Reaction SMILES: [CH:1]1([n:5]2[n:6][c:7]([CH3:13])[cH:8][c:9]2[C:10](=[O:11])[OH:12])[CH2:2][CH2:3][CH2:4]1.[S:14]([Cl:15])([Cl:16])=[O:17].[cH:18]1[cH:19][cH:20][cH:21][cH:22][cH:23]1>>[CH:1]1([n:5]2[n:6][c:7]([CH3:13])[cH:8][c:9]2[C:10](=[O:11])[OH:12])[CH2:2][CH2:3][CH2:4]1.[Cl-:16]. Yield: 50.0%. Run in C1CCOC1 (THF). RXN SMILES: [ClH:1].Cl.Cl.[NH:4]1[CH:8]=[C:7]([CH2:9][N:10]2[C:16]3[CH:17]=[CH:18][C:19]([C:21]4[CH:22]=N[CH:24]=[CH:25][CH:26]=4)=[CH:20][C:15]=3[CH2:14][N:13]([C:27](=[O:32])[C:28](F)(F)F)[CH:12]([CH2:33][C:34]3[CH:39]=[CH:38][CH:37]=[CH:36][CH:35]=3)[CH2:11]2)[N:6]=[CH:5]1.B.[CH3:41]O>C1COCC1>[ClH:1].[C:27]([N:13]1[CH2:14][C:15]2[CH:20]=[C:19]([C:21]3[CH:22]=[CH:41][CH:24]=[CH:25][CH:26]=3)[CH:18]=[CH:17][C:16]=2[N:10]([CH2:9][C:7]2[N:6]=[CH:5][NH:4][CH:8]=2)[CH2:11][C@H:12]1[CH2:33][C:34]1[CH:35]=[CH:36][CH:37]=[CH:38][CH:39]=1)(=[O:32])[CH3:28] |f:0.1.2.3,7.8|. Reported procedure: To a solution of Compound B (150 mg, 0.42 mmol) in THF (10 mL) was added borane (1 M in THF, 3 mL, 3 mmol). The solution was refluxed for 3 h and cooled to room temperature. Methanol (5 mL) was added and the solution was concentrated. 5 N HCl (10 mL) was added and the mixture was refluxed for 4 h, cooled to room temperature, neutralized to pH 6 with 50% NaOH and extracted with methylene chloride (3×50 mL). The combined organic layers were washed with brine (30 mL), dried (MgSO4) and concentrated... Starting materials: Cl.Cl.Cl.N1C=NC(=C1)CN1CC(N(CC2=C1C=CC(=C2)C=2C=NC=CC2)C(C(F)(F)F)=O)CC2=CC=CC=C2 (2,3,4,5-Tetrahydro-1-(1H-imidazol-4-ylmethyl)-3-(phenylmethyl)-7-(3-pyridinyl)-4-(trifluoroacetyl)-1H-1,4-benzodiazepine, trihydrochloride), B (borane), CO (Methanol). Product: Cl.C(C)(=O)N1[C@@H](CN(C2=C(C1)C=C(C=C2)C2=CC=CC=C2)CC=2N=CNC2)CC2=CC=CC=C2 ((R)-4-Acetyl-2,3,4,5-tetrahydro-1-(1H-imidazol-4-ylmethyl)-7-phenyl-3-(phenylmethyl)-1H-1,4-benzodiazepine, monohydrochloride), glass.